Dataset: the Open Reaction Database (ORD), a public repository of structured organic reaction records. Task: describe an organic reaction: reactants, conditions, products, and yield Reactants: BrBr (bromine), C(C)(=O)[O-].[K+] (potassium acetate), C(C)(C)(C)C1=C(C=C2CC(C(C2=C1)=O)CC(C)C)OC (6-tert-butyl-2-isobutyl-5-methoxyindan-1-one), C(C)(=O)[O-].[K+] (potassium acetate), O (water), BrBr (bromine). The reagents and catalysts are [N+](CC)(CC)(CC)CC.[I-] (Et4NI). Solvent: ClCCl (dichloromethane). Reaction conditions: temperature 5 celsius, time 5 minute. The product is BrC1=C2CC(C(C2=CC(=C1OC)C(C)(C)C)=O)CC(C)C (4-Bromo-6-tert-butyl-2-isobutyl-5-methoxyindan-1-one). Yield: 99.0%. Reaction SMILES: [C:1]([C:5]1[CH:13]=[C:12]2[C:8]([CH2:9][CH:10]([CH2:15][CH:16]([CH3:18])[CH3:17])[C:11]2=[O:14])=[CH:7][C:6]=1[O:19][CH3:20])([CH3:4])([CH3:3])[CH3:2].C([O-])(=O)C.[K+].O.[Br:27]Br>[N+](CC)(CC)(CC)CC.[I-].ClCCl>[Br:27][C:7]1[C:6]([O:19][CH3:20])=[C:5]([C:1]([CH3:2])([CH3:4])[CH3:3])[CH:13]=[C:12]2[C:8]=1[CH2:9][CH:10]([CH2:15][CH:16]([CH3:17])[CH3:18])[C:11]2=[O:14] |f:1.2,5.6|. Procedure: To a mixture of 24.9 g (90.9 mmol) of 6-tert-butyl-2-isobutyl-5-methoxyindan-1-one, 25.8 g of potassium acetate, 0.5 g of Et4NI, 50 ml of dichloromethane and 150 ml of water 4.66 ml (14.5 g, 90.9 mmol) of bromine was added dropwise by vigorous stirring at 5° C. for 5 min. This mixture was stirred at 5° C. for 3 h, then 15.2 g of potassium acetate was added, and finally 2.56 ml (8.24 g, 51.6 mmol) of bromine was added. The resulting mixture was additionally stirred at this temperature for 1 h. an...